From a dataset of the Open Reaction Database (ORD), a public repository of structured organic reaction records. describe an organic reaction: reactants, conditions, products, and yield Starting materials: C1(=CC=CC=C1)C(=[N+]=[N-])C1=CC=CC=C1 (diphenyldiazomethane), C1(=CC=CC=C1)C(=[N+]=[N-])C1=CC=CC=C1 (diphenyldiazomethane), CC1=CC=C(C=C1)S(=O)(=O)OCC1C(C(N1CC(=O)O)=O)NC(C1=CC=CC=C1)(C1=CC=CC=C1)C1=CC=CC=C1 (4-{[(4-methylphenyl)-sulfonyloxy]-methyl}-3-(triphenylmethylamino)-2-oxo-azetidin-1-yl-acetic acid). Solvent: CCOCC (ether), O1CCOCC1 (dioxane). Reaction conditions: temperature 20 celsius, time 3 hour. Product: CC1=CC=C(C=C1)S(=O)(=O)OC[C@@H]1[C@@H](C(N1CC(=O)OC(C1=CC=CC=C1)C1=CC=CC=C1)=O)NC(C1=CC=CC=C1)(C1=CC=CC=C1)C1=CC=CC=C1 (diphenylmethyl racemic cis 4-{[(4-methylphenyl)-sulfonyloxy]-methyl)-3-triphenylmethylamino-2-oxo-azetidin-1-yl-acetate). Isolated yield 88.7%. As a reaction SMILES: [C:1]1([C:7]([C:10]2[CH:15]=[CH:14][CH:13]=[CH:12][CH:11]=2)=[N+]=[N-])[CH:6]=[CH:5][CH:4]=[CH:3][CH:2]=1.[CH3:16][C:17]1[CH:22]=[CH:21][C:20]([S:23]([O:26][CH2:27][CH:28]2[N:31]([CH2:32][C:33]([OH:35])=[O:34])[C:30](=[O:36])[CH:29]2[NH:37][C:38]([C:51]2[CH:56]=[CH:55][CH:54]=[CH:53][CH:52]=2)([C:45]2[CH:50]=[CH:49][CH:48]=[CH:47][CH:46]=2)[C:39]2[CH:44]=[CH:43][CH:42]=[CH:41][CH:40]=2)(=[O:25])=[O:24])=[CH:19][CH:18]=1>CCOCC.O1CCOCC1>[CH3:16][C:17]1[CH:18]=[CH:19][C:20]([S:23]([O:26][CH2:27][C@H:28]2[N:31]([CH2:32][C:33]([O:35][CH:7]([C:1]3[CH:6]=[CH:5][CH:4]=[CH:3][CH:2]=3)[C:10]3[CH:15]=[CH:14][CH:13]=[CH:12][CH:11]=3)=[O:34])[C:30](=[O:36])[C@H:29]2[NH:37][C:38]([C:51]2[CH:52]=[CH:53][CH:54]=[CH:55][CH:56]=2)([C:45]2[CH:46]=[CH:47][CH:48]=[CH:49][CH:50]=2)[C:39]2[CH:44]=[CH:43][CH:42]=[CH:41][CH:40]=2)(=[O:25])=[O:24])=[CH:21][CH:22]=1. Procedure: A solution of 2.68 g of diphenyldiazomethane in 59 ml of ether was added to a solution of 6.55 g of 4-{[(4-methylphenyl)-sulfonyloxy]-methyl}-3-(triphenylmethylamino)-2-oxo-azetidin-1-yl-acetic acid in 70 ml of dioxane and after stirring for 3 hours at 20° C. 448 mg of diphenyldiazomethane were added. The mixture was stirred at 20° C. for 16 hours and was then evaporated to dryness under reduced pressure. The residue was chromatographed over silica and was eluted with a 10-0.5 methylene chloride... Isolated yield 96.5%. The product is C(C)(=O)NC1=CC(=C(C=C1Cl)C(CCCCN1CCCCC1)=O)OC (1-(4-acetylamino-5-chloro-2-methoxyphenyl)-5-(piperidin-1-yl)pentan-1-one). Procedure: 1-(4-Acetylamino-5-chloro-2-methoxyphenyl)-5-chloropentan-1-one (0.72 g, 2.26 mmol), sodium iodide (0.15 g, 0.1 mmol), and piperidine (1.72 g, 20 mmol) were combined in DMF (8.0 mL) and the mixture was heated to 80° C. for 4.5 hours. Water was then added to form a precipitate. Filtration gave 1-(4-acetylamino-5-chloro-2-methoxyphenyl)-5-(piperidin-1-yl)pentan-1-one (0.8 g, 2.18 mmol), m.p. 74°-75° C. The solvent is CN(C)C=O (DMF). Reaction SMILES: [C:1]([NH:4][C:5]1[C:10]([Cl:11])=[CH:9][C:8]([C:12](=[O:18])[CH2:13][CH2:14][CH2:15][CH2:16]Cl)=[C:7]([O:19][CH3:20])[CH:6]=1)(=[O:3])[CH3:2].[I-].[Na+].[NH:23]1[CH2:28][CH2:27][CH2:26][CH2:25][CH2:24]1.O>CN(C=O)C>[C:1]([NH:4][C:5]1[C:10]([Cl:11])=[CH:9][C:8]([C:12](=[O:18])[CH2:13][CH2:14][CH2:15][CH2:16][N:23]2[CH2:28][CH2:27][CH2:26][CH2:25][CH2:24]2)=[C:7]([O:19][CH3:20])[CH:6]=1)(=[O:3])[CH3:2] |f:1.2|. Reaction conditions: temperature 80 celsius. The reactants are C(C)(=O)NC1=CC(=C(C=C1Cl)C(CCCCCl)=O)OC (1-(4-Acetylamino-5-chloro-2-methoxyphenyl)-5-chloropentan-1-one), O (Water), [I-].[Na+] (sodium iodide), N1CCCCC1 (piperidine). The reactants are CC1=NNC(=C1B1OC(C(O1)(C)C)(C)C)C (3,5-dimethyl-4-(4,4,5,5-tetramethyl-1,3,2-dioxaborolan-2-yl)-1H-pyrazole), C(=O)([O-])[O-].[Cs+].[Cs+] (Cs2CO3), CC1=NOC(=C1C=1C=C(C2=C(NC(N2)=O)C1)C1=C2C=CC=NC2=CC=C1C)C (6-(3,5-dimethylisoxazol-4-yl)-4-(6-methylquinolin-5-yl)-1H-benzo[d]imidazol-2(3H)-one). The product is CN1N=CC(=C1C1=CC(=CC=2NC(NC21)=O)C=2C(=NOC2C)C)C (4-(1,4-dimethyl-1H-pyrazol-5-yl)-6-(3,5-dimethylisoxazol-4-yl)-1H-benzo[d]imidazol-2(3H)-one). Reaction SMILES: C[C:2]1C(B2OC(C)(C)C(C)(C)O2)=C(C)[NH:4][N:3]=1.C([O-])([O-])=O.[Cs+].[Cs+].[CH3:23][C:24]1[C:28]([C:29]2[CH:30]=[C:31]([C:39]3[C:48]([CH3:49])=[CH:47]C=C4C=3C=CC=N4)[C:32]3[NH:36][C:35](=[O:37])[NH:34][C:33]=3[CH:38]=2)=[C:27]([CH3:50])[O:26][N:25]=1>>[CH3:2][N:3]1[C:39]([C:31]2[C:32]3[NH:36][C:35](=[O:37])[NH:34][C:33]=3[CH:38]=[C:29]([C:28]3[C:24]([CH3:23])=[N:25][O:26][C:27]=3[CH3:50])[CH:30]=2)=[C:48]([CH3:49])[CH:47]=[N:4]1 |f:1.2.3|. Procedure details: 4-(1,4-dimethyl-1H-pyrazol-5-yl)-6-(3,5-dimethylisoxazol-4-yl)-1H-benzo[d]imidazol-2(3H)-one was synthesized using 3,5-dimethyl-4-(4,4,5,5-tetramethyl-1,3,2-dioxaborolan-2-yl)-1H-pyrazole and Cs2CO3 in a similar fashion as 6-(3,5-dimethylisoxazol-4-yl)-4-(6-methylquinolin-5-yl)-1H-benzo[d]imidazol-2(3H)-one (Example 2).